describe an organic reaction: reactants, conditions, products, and yield From a dataset of the Open Reaction Database (ORD), a public repository of structured organic reaction records. Reactants: [K+], [K+], Nc1c(Nc2cccnc2Cl)c(=O)c1=O, O=C([O-])[O-], CC(C)(C)C(NC(=O)c1cc(Cl)cc(Cl)c1)n1nnc2ccccc21. Yields the product CC(C)(C)C(NC(=O)c1cc(Cl)cc(Cl)c1)Nc1c(Nc2cccnc2Cl)c(=O)c1=O. RXN SMILES: [K+:41].[K+:42].[NH2:1][c:2]1[c:3](=[O:15])[c:4](=[O:14])[c:5]1[NH:6][c:7]1[c:8]([Cl:13])[n:9][cH:10][cH:11][cH:12]1.[O-:43][C:44]([O-:45])=[O:46].[n:16]1([CH:25]([C:26]([CH3:27])([CH3:28])[CH3:29])[NH:30][C:31]([c:32]2[cH:33][c:34]([Cl:39])[cH:35][c:36]([Cl:38])[cH:37]2)=[O:40])[c:17]2[cH:18][cH:19][cH:20][cH:21][c:22]2[n:23][n:24]1>>[NH:1]([c:2]1[c:3](=[O:15])[c:4](=[O:14])[c:5]1[NH:6][c:7]1[c:8]([Cl:13])[n:9][cH:10][cH:11][cH:12]1)[CH:25]([C:26]([CH3:27])([CH3:28])[CH3:29])[NH:30][C:31]([c:32]1[cH:33][c:34]([Cl:39])[cH:35][c:36]([Cl:38])[cH:37]1)=[O:40]. The reactants are CS(=O)(=O)OCCC1CCN(CC1)C1=CC(=CC=C1)C(F)(F)F (2-{1-[3-(trifluoromethyl)phenyl]-4-piperidyl}ethyl methanesulfonate), O1C(NC(C1)=O)=O (1,3-oxazolidine-2,4-dione), CN(C(=N)N(C)C)C (1,1,3,3-tetramethylguanidine). As a reaction SMILES: CS(O[CH2:6][CH2:7][CH:8]1[CH2:13][CH2:12][N:11]([C:14]2[CH:19]=[CH:18][CH:17]=[C:16]([C:20]([F:23])([F:22])[F:21])[CH:15]=2)[CH2:10][CH2:9]1)(=O)=O.[O:24]1[CH2:28][C:27](=[O:29])[NH:26][C:25]1=[O:30].CN(C)C(N(C)C)=N>O1CCCC1>[F:21][C:20]([F:23])([F:22])[C:16]1[CH:15]=[C:14]([N:11]2[CH2:12][CH2:13][CH:8]([CH2:7][CH2:6][N:26]3[C:27](=[O:29])[CH2:28][O:24][C:25]3=[O:30])[CH2:9][CH2:10]2)[CH:19]=[CH:18][CH:17]=1. Solvent: O1CCCC1 (tetrahydrofuran). Procedure: A solution of 2.3 g (6.545 mmol) of 2-{1-[3-(trifluoromethyl)phenyl]-4-piperidyl}ethyl methanesulfonate, prepared in step 3.2, 0.694 g (6.87 mmol) of 1,3-oxazolidine-2,4-dione (J. Med. Chem., 1991, 34, 1538–1544) and 1.5 g (13.09 mmol) of 1,1,3,3-tetramethylguanidine in 30 ml of tetrahydrofuran is refluxed for 12 hours under an inert atmosphere. Yields the product FC(C=1C=C(C=CC1)N1CCC(CC1)CCN1C(OCC1=O)=O)(F)F (3-(2-{1-[3-(Trifluoromethyl)phenyl]-4-piperidyl}ethyl)-1,3-oxazolidine-2,4-dione). The reactants are C1(=CC=CC=C1)S(=O)(=O)N1C=C(C=2C1=NC=CC2)C2=CC=C1C=CC=C(C1=C2)NC(=O)C=2C(N(C=CC2)CC2=CC(=C(C=C2)F)F)=O (1-(3,4-Difluoro-benzyl)-2-oxo-1,2-dihydro-pyridine-3-carboxylic acid [7-(1-benzenesulfonyl-1H-pyrrolo[2,3-b]pyridin-3-yl)-naphthalen-1-yl]-amide), C(Cl)Cl (Methylene chloride), C[O-].[Na+] (Sodium methoxide). Solvent: CO (methanol). The product is N1C=C(C=2C1=NC=CC2)C2=CC=C1C=CC=C(C1=C2)NC(=O)C=2C(N(C=CC2)CC2=CC(=C(C=C2)F)F)=O (1-(3,4-Difluoro-benzyl)-2-oxo-1,2-dihydro-pyridine-3-carboxylic acid [7-(1H-pyrrolo[2,3-b]pyridin-3-yl)-naphthalen-1-yl]-amide). As a reaction SMILES: C1(S([N:10]2[C:14]3=[N:15][CH:16]=[CH:17][CH:18]=[C:13]3[C:12]([C:19]3[CH:28]=[C:27]4[C:22]([CH:23]=[CH:24][CH:25]=[C:26]4[NH:29][C:30]([C:32]4[C:33](=[O:47])[N:34]([CH2:38][C:39]5[CH:44]=[CH:43][C:42]([F:45])=[C:41]([F:46])[CH:40]=5)[CH:35]=[CH:36][CH:37]=4)=[O:31])=[CH:21][CH:20]=3)=[CH:11]2)(=O)=O)C=CC=CC=1.C(Cl)Cl.C[O-].[Na+]>CO>[NH:10]1[C:14]2=[N:15][CH:16]=[CH:17][CH:18]=[C:13]2[C:12]([C:19]2[CH:28]=[C:27]3[C:22]([CH:23]=[CH:24][CH:25]=[C:26]3[NH:29][C:30]([C:32]3[C:33](=[O:47])[N:34]([CH2:38][C:39]4[CH:44]=[CH:43][C:42]([F:45])=[C:41]([F:46])[CH:40]=4)[CH:35]=[CH:36][CH:37]=3)=[O:31])=[CH:21][CH:20]=2)=[CH:11]1 |f:2.3|. Procedure details: 1-(3,4-Difluoro-benzyl)-2-oxo-1,2-dihydro-pyridine-3-carboxylic acid [7-(1-benzenesulfonyl-1H-pyrrolo[2,3-b]pyridin-3-yl)-naphthalen-1-yl]-amide (0.035 g, 0.000054 mol;) was dissolved in Methylene chloride (2 g, 0.02 mol;) and 0.5 M of Sodium methoxide in methanol (2 mL) then heated at 80 degrees for 1 hour. LC-MS showed the appearance of product at 1.64 506.91. The crude was concentrated and dissolved in a mixture of methanol and DMSO then directly injected onto the gilson for purification. The... Reactants: [OH-].[Na+] (sodium hydroxide), aqueous solution, CS.[Na] (sodium methyl mercaptan), C1(=CC=CC=C1)NC(C1=C(C=CC=C1)Cl)=O (N-phenyl-2-chlorobenzamide), CS (methanethiol), [Na] (sodium), CS (methanethiol). The solvent is O (water). Yields the product C1(=CC=CC=C1)NC(C1=C(C=CC=C1)SC)=O (N-phenyl-2-(methylthio)benzamide). Reaction SMILES: [OH-].[Na+].[CH3:3][SH:4].[Na].CS.[Na].[C:9]1([NH:15][C:16](=[O:24])[C:17]2[CH:22]=[CH:21][CH:20]=[CH:19][C:18]=2Cl)[CH:14]=[CH:13][CH:12]=[CH:11][CH:10]=1>O>[C:9]1([NH:15][C:16](=[O:24])[C:17]2[CH:22]=[CH:21][CH:20]=[CH:19][C:18]=2[S:4][CH3:3])[CH:14]=[CH:13][CH:12]=[CH:11][CH:10]=1 |f:0.1,4.5,^1:4,7|. Reported procedure: To a 500 ml four-necked flask equipped with a stirrer, a thermometer, and a condenser, 46.3 g (0.2 mol) of N-phenyl-2-chlorobenzamide obtained in Production Example 1, 100 g of toluene, and 9.3 g of an aqueous solution of 50% by weight tetra-n-butylammonium bromide are placed. Separately, 12.0 g (0.30 mol) of sodium hydroxide and 113.7 g of water are placed into another container under a nitrogen gas atmosphere, and 14.5 g (0.30 mol) of methanethiol are added to the above mixture at room tempera... The reactants are CC1(OCCO1)C12CC3(CC2CC(C1)C3)C(=O)OC (methyl 3-(2-methyl-1,3-dioxolan-2-yl)tricyclo[3.3.1.03,7]nonane-1-carboxylate), [H-].[H-].[H-].[H-].[Li+].[Al+3] (LiAlH4). Solvent: C1CCOC1 (THF), CCOCC (ether). Reaction conditions: time 30 minute. Product: CC1(OCCO1)C12CC3(CC2CC(C1)C3)CO ([3-(2-Methyl-1,3-dioxolan-2-yl)tricyclo[3.3.1.03,7]non-1-yl]methanol). Yield: 92.3%. As a reaction SMILES: [CH3:1][C:2]1([C:7]23[CH2:14][CH:13]4[CH2:15][C:9]([C:16](OC)=[O:17])([CH2:10][CH:11]2[CH2:12]4)[CH2:8]3)[O:6][CH2:5][CH2:4][O:3]1.[H-].[H-].[H-].[H-].[Li+].[Al+3]>C1COCC1.CCOCC>[CH3:1][C:2]1([C:7]23[CH2:14][CH:13]4[CH2:15][C:9]([CH2:16][OH:17])([CH2:10][CH:11]2[CH2:12]4)[CH2:8]3)[O:3][CH2:4][CH2:5][O:6]1 |f:1.2.3.4.5.6|. Procedure: Methyl 3-(2-methyl-1,3-dioxolan-2-yl)tricyclo[3.3.1.03,7]nonane-1-carboxylate (2.3 g, 8.64 mmol) obtained in step III, in THF (15 mL) was added slowly under N2 atmosphere through a dropping funnel to a suspension of LiAlH4 (0.32 g, 8.64 mmol) in ether (15 mL) at ice bath temperature. The reaction mixture was stirred for 30 minutes before being quenched by addition of sat. aq. NH4Cl solution (9 mL), followed by 1N NaOH solution (9 mL) and the reaction mixture was stirred at room temperature for 1... Starting materials: ClC1=CC(=C(CN2N=CC3=CC(=CC=C23)\C=C/2\C(NC(S2)=O)=O)C=C1)C(F)(F)F ((5Z)-5-({1-[4-chloro-2-(trifluoromethyl)benzyl]-1H-indazol-5-yl}methylidene)-2,4-dioxo-1,3-thiazolidine), N(CCO)CCO (diethanolamine). Yields the product ClC1=CC(=C(CN2N=CC3=CC(=CC=C23)\C=C/2\C(N(C(S2)=O)CCNCCO)=O)C=C1)C(F)(F)F ((5Z)-5-({1-[4-Chloro-2-(trifluoromethyl)benzyl]-1H-indazol-5-yl}methylidene)-3-{2-[(2-hydroxyethyl)amino]ethyl}-1,3-thiazolidine-2,4-dione). Reaction SMILES: [Cl:1][C:2]1[CH:25]=[CH:24][C:5]([CH2:6][N:7]2[C:15]3[C:10](=[CH:11][C:12](/[CH:16]=[C:17]4/[C:18](=[O:23])[NH:19][C:20](=[O:22])[S:21]/4)=[CH:13][CH:14]=3)[CH:9]=[N:8]2)=[C:4]([C:26]([F:29])([F:28])[F:27])[CH:3]=1.[NH:30]([CH2:34][CH2:35]O)[CH2:31][CH2:32][OH:33]>>[Cl:1][C:2]1[CH:25]=[CH:24][C:5]([CH2:6][N:7]2[C:15]3[C:10](=[CH:11][C:12](/[CH:16]=[C:17]4/[C:18](=[O:23])[N:19]([CH2:35][CH2:34][NH:30][CH2:31][CH2:32][OH:33])[C:20](=[O:22])[S:21]/4)=[CH:13][CH:14]=3)[CH:9]=[N:8]2)=[C:4]([C:26]([F:27])([F:29])[F:28])[CH:3]=1. Reported procedure: (5Z)-5-({1-[4-Chloro-2-(trifluoromethyl)benzyl]-1H-indazol-5-yl}methylidene)-3-{2-[(2-hydroxyethyl)amino]ethyl}-1,3-thiazolidine-2,4-dione was prepared from [(5Z)-5-({1-[4-chloro-2-(trifluoromethyl)benzyl]-1H-indazol-5-yl}methylidene)-2,4-dioxo-1,3-thiazolidine (from Example 1) and diethanolamine following General Procedure K.